Task: describe an organic reaction: reactants, conditions, products, and yield. Dataset: the Open Reaction Database (ORD), a public repository of structured organic reaction records Reactants: O.C[N+]1(CCOCC1)[O-] (N-methyl morpholine N-oxide hydrate), CC=1C=C2C(=C3C=CC(NC13)=O)OC(C2)C=C (5-Methyl-2-vinyl-2,3,6,7-tetrahydrofuro-[2,3-f]-quinoline-7-one). The reagents and catalysts are [Os](=O)(=O)(=O)=O (osmium tetraoxide). Solvent: C(C)(C)(C)O (t-butanol), C(C)(C)(C)O (t-butanol), CC(=O)C (acetone), O (water). Conditions: time 10 hour. Yields the product OC(CO)C1CC=2C(=C3C=CC(NC3=C(C2)C)=O)O1 (2-(1,2-Dihydroxyethyl)-5-methyl-2,3,6,7-tetrahydrofuro-[2,3-f]quinoline-7-one). Isolated yield 152.7%. As a reaction SMILES: [CH3:1][C:2]1[CH:3]=[C:4]2[CH2:15][CH:14]([CH:16]=[CH2:17])[O:13][C:5]2=[C:6]2[C:11]=1[NH:10][C:9](=[O:12])[CH:8]=[CH:7]2.[OH2:18].C[N+]1([O-])CC[O:23]CC1>C(O)(C)(C)C.CC(C)=O.O.[Os](=O)(=O)(=O)=O>[OH:18][CH:16]([CH:14]1[O:13][C:5]2=[C:6]3[C:11](=[C:2]([CH3:1])[CH:3]=[C:4]2[CH2:15]1)[NH:10][C:9](=[O:12])[CH:8]=[CH:7]3)[CH2:17][OH:23] |f:1.2|. Reported procedure: 5-Methyl-2-vinyl-2,3,6,7-tetrahydrofuro-[2,3-f]-quinoline-7-one (1.5 g, 6.61 mmol) was dissolved in a solvent mixture of t-butanol (200 ml), acetone (200 ml) and water (100 ml). A solution (14 ml) of 0.16 N osmium tetraoxide and t-butanol, and N-methyl morpholine N-oxide hydrate (3.57 g, 3.46 mmol) were added to the mixture, and stirred at room temperature for 10 hours. The reaction mixture was condensed under reduced pressure, and the residue was purified by silica gel column chromatography (el... The reactants are C=1N=CN2C1COCC2C2=CC=C(C#N)C=C2 (4-(5,6-dihydro-8H-imidazo[5,1-c][1,4]oxazin-5-yl)benzonitrile), C(CCC)[Sn](CCCC)=O (dibutyltin oxide), C[Si](C)(C)N=[N+]=[N-] (trimethylsilyl azide). The solvent is C1(=CC=CC=C1)C (toluene). Conditions: temperature 125 celsius. The product is N1N=NN=C1C1=CC=C(C=C1)C1N2C(COC1)=CN=C2 (5-[4-(1H-Tetrazol-5-yl)phenyl]-5,6-dihydro-8H-imidazo[5,1-c][1,4]oxazine). RXN SMILES: [CH:1]1[N:2]=[CH:3][N:4]2[CH:9]([C:10]3[CH:17]=[CH:16][C:13]([C:14]#[N:15])=[CH:12][CH:11]=3)[CH2:8][O:7][CH2:6][C:5]=12.C([Sn](=O)CCCC)CCC.C[Si]([N:32]=[N+:33]=[N-:34])(C)C>C1(C)C=CC=CC=1>[NH:32]1[C:14]([C:13]2[CH:16]=[CH:17][C:10]([CH:9]3[CH2:8][O:7][CH2:6][C:5]4=[CH:1][N:2]=[CH:3][N:4]34)=[CH:11][CH:12]=2)=[N:15][N:34]=[N:33]1. Reported procedure: A solution of 0.17 mmol of 4-(5,6-dihydro-8H-imidazo[5,1-c][1,4]oxazin-5-yl)benzonitrile (Example 1) and 0.017 mmol of dibutyltin oxide in 4.0 ml of toluene is mixed with 3.34 mmol of trimethylsilyl azide. The reaction mixture is heated at 125° C. overnight. It is cooled to room temperature and evaporated. The title compound is identified from the residue on the basis of the Rf by flash chromatography (SiO2 60 F). Reactants: CC(=O)O, CCO, CCC=O, O=Cc1ccc(F)cc1, [K+], [OH-]. Product: CC(C=O)=Cc1ccc(F)cc1. As a reaction SMILES: [CH3:16][C:17](=[O:18])[OH:19].[CH3:20][CH2:21][OH:22].[CH:12]([CH2:13][CH3:14])=[O:15].[F:1][c:2]1[cH:3][cH:4][c:5]([CH:6]=[O:7])[cH:8][cH:9]1.[K+:11].[OH-:10]>>[F:1][c:2]1[cH:3][cH:4][c:5]([CH:6]=[C:13]([CH:12]=[O:15])[CH3:14])[cH:8][cH:9]1. Reaction SMILES: [Al+3:29].[CH2:46]1[O:47][CH2:48][CH2:49][CH2:50]1.[CH3:34][CH2:35][O:36][CH2:37][CH3:38].[F:1][c:2]1[cH:3][cH:4][c:5](-[n:8]2[n:9][cH:10][c:11]3[cH:12][c:13]([C:17]4([c:22]5[cH:23][cH:24][cH:25][cH:26][cH:27]5)[CH:18]([C:20]#[N:21])[CH2:19]4)[cH:14][cH:15][c:16]23)[cH:6][cH:7]1.[F:39][C:40]([F:41])([F:42])[C:43]([OH:44])=[O:45].[H-:28].[H-:31].[H-:32].[H-:33].[Li+:30]>>[F:1][c:2]1[cH:3][cH:4][c:5](-[n:8]2[n:9][cH:10][c:11]3[cH:12][c:13]([C:17]4([c:22]5[cH:23][cH:24][cH:25][cH:26][cH:27]5)[CH:18]([CH2:20][NH2:21])[CH2:19]4)[cH:14][cH:15][c:16]23)[cH:6][cH:7]1. The product is NCC1CC1(c1ccccc1)c1ccc2c(cnn2-c2ccc(F)cc2)c1. Starting materials: [Al+3], C1CCOC1, CCOCC, N#CC1CC1(c1ccccc1)c1ccc2c(cnn2-c2ccc(F)cc2)c1, O=C(O)C(F)(F)F, [H-], [H-], [H-], [H-], [Li+]. Reactants: O=C([O-])[O-], CC#N, ClCCCI, [Cs+], [Cs+], O=C1COc2ccccc2N1. Product: O=C1COc2ccccc2N1CCCCl. Reaction SMILES: [C:12](=[O:13])([O-:14])[O-:15].[CH3:23][C:24]#[N:25].[Cl:18][CH2:19][CH2:20][CH2:21][I:22].[Cs+:16].[Cs+:17].[O:1]1[CH2:2][C:3](=[O:11])[NH:4][c:5]2[c:6]1[cH:7][cH:8][cH:9][cH:10]2>>[O:1]1[CH2:2][C:3](=[O:11])[N:4]([CH2:21][CH2:20][CH2:19][Cl:18])[c:5]2[c:6]1[cH:7][cH:8][cH:9][cH:10]2. Reactants: O=C(OOC(=O)c1ccccc1)c1ccccc1, COc1c(C)cccc1Cl, ClC(Cl)(Cl)Cl, O=C1CCC(=O)N1Br. Product: COc1c(Cl)cccc1CBr. RXN SMILES: [C:19]([O:20][O:21][C:22](=[O:23])[c:24]1[cH:25][cH:26][cH:27][cH:28][cH:29]1)(=[O:30])[c:31]1[cH:32][cH:33][cH:34][cH:35][cH:36]1.[Cl:1][c:2]1[c:3]([O:9][CH3:10])[c:4]([CH3:8])[cH:5][cH:6][cH:7]1.[Cl:37][C:38]([Cl:39])([Cl:40])[Cl:41].[O:11]=[C:12]1[N:13]([Br:18])[C:14](=[O:15])[CH2:16][CH2:17]1>>[Cl:1][c:2]1[c:3]([O:9][CH3:10])[c:4]([CH2:8][Br:18])[cH:5][cH:6][cH:7]1. Starting materials: B(Br)(Br)Br (boron tribromide), ClC1=CC=NC2=C(C=CC=C12)OC (4-chloro-8-methoxyquinoline), CO (methanol), B(Br)(Br)Br (boron tribromide). Solvent: ClCCl (dichloromethane), ClCCl (dichloromethane). Run at time 8 hour. Yields the product Br.ClC1=CC=NC2=CC=C(C=C12)O (4-Chloroquinolin-6-ol Hydrobromide). Yield: 86.0%. RXN SMILES: B(Br)(Br)[Br:2].[Cl:5][C:6]1[C:15]2[C:10](=[C:11](OC)[CH:12]=[CH:13][CH:14]=2)[N:9]=[CH:8][CH:7]=1.C[OH:19]>ClCCl>[BrH:2].[Cl:5][C:6]1[C:15]2[C:10](=[CH:11][CH:12]=[C:13]([OH:19])[CH:14]=2)[N:9]=[CH:8][CH:7]=1 |f:4.5|. Reported procedure: In a flame dried three-neck 50 mL round bottom flask equipped with a rubber septum and a mechanical stirrer, and under a nitrogen atmosphere at room temperature, 4.0 mL of 1.0M boron tribromide in dichloromethane (Aldrich Chemical Co.) was added portionwise through gas tight syringe to a solution of 727 mg (3.75 mmol) of 4-chloro-8-methoxyquinoline and 5.0 mL of dichloromethane. A thick solid formed immediately and after 0.5 hour of stirring another 4.0 mL portion of boron tribromide solution wa... The reactants are COC(=O)C(Cc1ccc(O)c([N+](=O)[O-])c1)NC(=O)OC(C)(C)C, CO. The product is COC(=O)C(Cc1ccc(O)c(N)c1)NC(=O)OC(C)(C)C. As a reaction SMILES: [CH3:1][O:2][C:3]([CH:4]([NH:5][C:6](=[O:7])[O:8][C:9]([CH3:10])([CH3:11])[CH3:12])[CH2:13][c:14]1[cH:15][c:16]([N+:21]([O-:22])=[O:23])[c:17]([OH:20])[cH:18][cH:19]1)=[O:24].[CH3:25][OH:26]>>[CH3:1][O:2][C:3]([CH:4]([NH:5][C:6](=[O:7])[O:8][C:9]([CH3:10])([CH3:11])[CH3:12])[CH2:13][c:14]1[cH:15][c:16]([NH2:21])[c:17]([OH:20])[cH:18][cH:19]1)=[O:24]. Reactants: ClC=1C=C2C(N(C(C2=CC1Cl)=O)CC(=O)OC)=O (methyl 2-(5,6-dichloro-1,3-dioxoisoindolin-2-yl)acetate), N(=O)[O-].[K+] (potassium nitrite), CN(C)C=O (DMF), Cl (HCl). Reported procedure: A mixture of methyl 2-(5,6-dichloro-1,3-dioxoisoindolin-2-yl)acetate (1.420 g, 4.927 mmol) and potassium nitrite (1.678 g, 19.72 mmol) in dry DMF (23 ml) was heated to reflux for 5 hours. The reaction was cooled to room temperature, poured into 0.5N HCl (100 ml) and extracted twice with diethyl ether (2×100 ml). The combined organic layers were washed with 0.5N HCl (120 ml), with brine (100 ml) and dried over sodium sulfate. The solvent was removed, and the crude was purified by chromatography o... Product: OC=1C=C2C(N(C(C2=CC1[N+](=O)[O-])=O)CC(=O)OC)=O (methyl 2-(5-hydroxy-6-nitro-1,3-dioxoisoindolin-2-yl)acetate). As a reaction SMILES: Cl[C:2]1[CH:3]=[C:4]2[C:8](=[CH:9][C:10]=1Cl)[C:7](=[O:12])[N:6]([CH2:13][C:14]([O:16][CH3:17])=[O:15])[C:5]2=[O:18].[N:19]([O-:21])=[O:20].[K+].Cl.CN(C=[O:28])C>>[OH:28][C:2]1[CH:3]=[C:4]2[C:8](=[CH:9][C:10]=1[N+:19]([O-:21])=[O:20])[C:7](=[O:12])[N:6]([CH2:13][C:14]([O:16][CH3:17])=[O:15])[C:5]2=[O:18] |f:1.2|. The reactants are C(C1=CC=2OCOC2C=C1)N (piperonylamine), ClC(=O)OCC(C)C (Isobutyl chloroformate), C(=O)(OC(C)(C)C)N(C)CC(=O)O (N-Boc sarcosine), CN1CCOCC1 (N-methylmorpholine). The solvent is C1CCOC1 (THF). Reaction conditions: time 2 minute. The product is C(C1=CC=2OCOC2C=C1)(=O)N.C(=O)(OC(C)(C)C)N(C)CC(=O)O (N-Boc sarcosine piperonyl amide). The yield is 86.6%. RXN SMILES: ClC(OCC(C)C)=[O:3].[C:9]([N:16]([CH2:18][C:19]([OH:21])=[O:20])[CH3:17])([O:11][C:12]([CH3:15])([CH3:14])[CH3:13])=[O:10].CN1CCOCC1.[CH2:29]([NH2:39])[C:30]1[CH:38]=[CH:37][C:36]2[O:35][CH2:34][O:33][C:32]=2[CH:31]=1>C1COCC1>[C:29]([NH2:39])(=[O:3])[C:30]1[CH:38]=[CH:37][C:36]2[O:35][CH2:34][O:33][C:32]=2[CH:31]=1.[C:9]([N:16]([CH2:18][C:19]([OH:21])=[O:20])[CH3:17])([O:11][C:12]([CH3:14])([CH3:15])[CH3:13])=[O:10] |f:5.6|. Procedure: Isobutyl chloroformate (226 μL, 1.73 mmol) was added to a solution of N-Boc sarcosine (1.73 mmol) and N-methylmorpholine (192 μL, 1.73 mmol) in THF. After two minutes, piperonylamine (216 mL, 1.73 mmol) was added and the mixture allowed to warm to room temperature. After thirty minutes, the reaction mixture was passed through a bed of Celite and all volatiles were removed under reduced pressure to yield N-Boc sarcosine piperonyl amide (531 mg, 95%) as a white solid. 1H NMR: (CDCl3) δ2.41 (s,3), ...